This data is from the Open Reaction Database (ORD), a public repository of structured organic reaction records. The task is: describe an organic reaction: reactants, conditions, products, and yield Reactants: isochromanones, C(C)(=O)OCC (ethyl acetate), C1(=CC=CC=C1)C (toluene), C(C)C1=CC=CC=C1 (ethylbenzene). Run in C=1(C(=CC=CC1)C)C (xylene). The product is C1OC(CC2=CC=CC=C12)=O (3-isochromanone). Reaction SMILES: [C:1]([O:4][CH2:5][CH3:6])(=[O:3])[CH3:2].[C:7]1(C)[CH:12]=[CH:11]C=[CH:9][CH:8]=1.C(C1C=CC=CC=1)C>C1(C)C(C)=CC=CC=1>[CH2:5]1[C:6]2[C:9](=[CH:8][CH:7]=[CH:12][CH:11]=2)[CH2:2][C:1](=[O:3])[O:4]1. Procedure: After the reaction, recovery of isochromanones can be carried out by concentration of reaction mixture or extraction with an organic solvent such as ethyl acetate, toluene, xylene and ethylbenzene. When the reaction mixture is separated into two layers, i.e., a water layer and a product layer, depending on the target isochromanones, it is possible to separate and remove the water layer. In particular, when the product is 3-isochromanone, the product layer is liquid at 85° C. or higher, so that s... The reactants are CO (MeOH), COC1=C(CN(C=2C=C3COC(C3=CC2)=C2C(NC3=CC(=CC=C23)F)=O)C)C=CC(=C1)OC (3-{5-[(2,4-dimethoxy-benzyl)-methyl-amino]-3H-isobenzofuran-1-ylidene}-6-fluoro-1,3-dihydro-indol-2-one), FC(C(=O)O)(F)F (trifluoroacetic acid). Solvent: O (water), C(Cl)Cl (methylene chloride). Reaction conditions: time 30 minute. Yields the product CHCl3 hexanes, FC1=CC=C2C(C(NC2=C1)=O)=C1OCC2=CC(=CC=C12)NC (6-fluoro-3-(5-methylamino-3H-isobenzofuran-1-ylidene)-1,3-dihydro-indol-2-one). Yield: 76.7%. RXN SMILES: COC1C=C(OC)C=CC=1[CH2:5][N:6](C)[C:7]1[CH:8]=[C:9]2[C:13](=[CH:14][CH:15]=1)[C:12](=[C:16]1[C:24]3[C:19](=[CH:20][C:21]([F:25])=[CH:22][CH:23]=3)[NH:18][C:17]1=[O:26])[O:11][CH2:10]2.FC(F)(F)C(O)=O.CO>C(Cl)Cl.O>[F:25][C:21]1[CH:20]=[C:19]2[C:24]([C:16](=[C:12]3[C:13]4[C:9](=[CH:8][C:7]([NH:6][CH3:5])=[CH:15][CH:14]=4)[CH2:10][O:11]3)[C:17](=[O:26])[NH:18]2)=[CH:23][CH:22]=1. Procedure details: To a stirred suspension of (3-{5-[(2,4-dimethoxy-benzyl)-methyl-amino]-3H-isobenzofuran-1-ylidene}-6-fluoro-1,3-dihydro-indol-2-one (197 mg, 0.44 mmol) in methylene chloride (10 ml) was added trifluoroacetic acid (1 ml). The mixture was stirred for 30 minutes at room temperature and then evaporated to give a residue. The residue was treated with 50% MeOH in water (25 ml, containing 1 ml of triethylamine) with heating for 30 minutes. After filtered and dried under vacuum, the resulting solid was ... Reactants: OCCCBr, CC(C)(C)OC(=O)N1CCN(c2cccc(O)n2)CC1, CCOCn1nnnc1Cc1cccc(O)c1, OCCCN(Cc1cccc(C(F)(F)F)c1Cl)CC(c1ccccc1)c1ccccc1. The product is CC(C)(C)OC(=O)N1CCN(c2cccc(OCCCN(Cc3cccc(C(F)(F)F)c3Cl)CC(c3ccccc3)c3ccccc3)n2)CC1. RXN SMILES: [Br:69][CH2:70][CH2:71][CH2:72][OH:73].[C:1]([CH3:2])([CH3:3])([CH3:4])[O:5][C:6](=[O:7])[N:8]1[CH2:9][CH2:10][N:11]([c:14]2[n:15][c:16]([OH:20])[cH:17][cH:18][cH:19]2)[CH2:12][CH2:13]1.[OH:52][c:53]1[cH:54][c:55]([CH2:59][c:60]2[n:61]([CH2:62][O:63][CH2:64][CH3:65])[n:66][n:67][n:68]2)[cH:56][cH:57][cH:58]1.[c:21]1([CH:27]([CH2:28][N:29]([CH2:30][c:31]2[c:32]([Cl:41])[c:33]([C:37]([F:38])([F:39])[F:40])[cH:34][cH:35][cH:36]2)[CH2:42][CH2:43][CH2:44][OH:45])[c:46]2[cH:47][cH:48][cH:49][cH:50][cH:51]2)[cH:22][cH:23][cH:24][cH:25][cH:26]1>>[C:1]([CH3:2])([CH3:3])([CH3:4])[O:5][C:6](=[O:7])[N:8]1[CH2:9][CH2:10][N:11]([c:14]2[n:15][c:16]([O:20][CH2:44][CH2:43][CH2:42][N:29]([CH2:28][CH:27]([c:21]3[cH:22][cH:23][cH:24][cH:25][cH:26]3)[c:46]3[cH:47][cH:48][cH:49][cH:50][cH:51]3)[CH2:30][c:31]3[c:32]([Cl:41])[c:33]([C:37]([F:38])([F:39])[F:40])[cH:34][cH:35][cH:36]3)[cH:17][cH:18][cH:19]2)[CH2:12][CH2:13]1.